Dataset: the Open Reaction Database (ORD), a public repository of structured organic reaction records. Task: describe an organic reaction: reactants, conditions, products, and yield Yields the product C(C1=CC=CC=C1)OC1=C2CCCC(C2=CC=C1)C(=O)NC1=NC=C(C=C1)C (5-benzyloxy-N-(5-methylpyridin-2-yl)-1,2,3,4-tetrahydronaphthalene-1-carboxamide). As a reaction SMILES: [CH2:1]([O:8][C:9]1[CH:18]=[CH:17][CH:16]=[C:15]2[C:10]=1[CH2:11][CH2:12][CH2:13][CH:14]2[C:19]([OH:21])=O)[C:2]1[CH:7]=[CH:6][CH:5]=[CH:4][CH:3]=1.[NH2:22][C:23]1[CH:28]=[CH:27][C:26]([CH3:29])=[CH:25][N:24]=1>>[CH2:1]([O:8][C:9]1[CH:18]=[CH:17][CH:16]=[C:15]2[C:10]=1[CH2:11][CH2:12][CH2:13][CH:14]2[C:19]([NH:22][C:23]1[CH:28]=[CH:27][C:26]([CH3:29])=[CH:25][N:24]=1)=[O:21])[C:2]1[CH:7]=[CH:6][CH:5]=[CH:4][CH:3]=1. Reported procedure: By the reaction and treatment in the same manner as in Preparation Example 11 using 5-benzyloxy-1,2,3,4-tetrahydronaphthalene-1-carboxylic acid (2.82 g) and 2-amino-5-methylpyridine (1.08 g) as starting materials, 5-benzyloxy-N-(5-methylpyridin-2-yl)-1,2,3,4-tetrahydronaphthalene-1-carboxamide (2.00 g) was obtained. Starting materials: C(C1=CC=CC=C1)OC1=C2CCCC(C2=CC=C1)C(=O)O (5-benzyloxy-1,2,3,4-tetrahydronaphthalene-1-carboxylic acid), NC1=NC=C(C=C1)C (2-amino-5-methylpyridine). Isolated yield 53.8%. The reactants are C(#N)C=1C=C(C=NC1)N1[C@H]2[C@@H](CC1)CN(C2)C(=O)OC(C)(C)C (tert-butyl (3aS,6aS)-1-(5-cyano-3-pyridinyl)hexahydropyrrolo[3,4-b]pyrrole-5(1H)-carboxylate), FC(C(=O)O)(F)F (trifluoroacetic acid). Yields the product N1([C@H]2[C@@H](CC1)CNC2)C=2C=NC=C(C#N)C2 (5-((3aS,6aS)-hexahydropyrrolo[3,4-b]pyrrol-1(2H)-yl)nicotinonitrile). Isolated yield 100.0%. As a reaction SMILES: [C:1]([C:3]1[CH:4]=[C:5]([N:9]2[CH2:13][CH2:12][C@H:11]3[CH2:14][N:15](C(OC(C)(C)C)=O)[CH2:16][C@@H:10]23)[CH:6]=[N:7][CH:8]=1)#[N:2].FC(F)(F)C(O)=O>>[N:9]1([C:5]2[CH:6]=[N:7][CH:8]=[C:3]([CH:4]=2)[C:1]#[N:2])[CH2:13][CH2:12][C@H:11]2[CH2:14][NH:15][CH2:16][C@@H:10]12. Procedure: The product of Example 83A (1.35 g, 4.29 mmol) and trifluoroacetic acid were processed according to the procedure described in Example 64C to provide the crude title compound (>100%) which was carried directly to the next step without further purification.